From a dataset of the Open Reaction Database (ORD), a public repository of structured organic reaction records. describe an organic reaction: reactants, conditions, products, and yield The reactants are N-Aryl-benzenesulfonamides, NC1=C(C=C(C=C1)Cl)C(=O)C=1C=NC(=CC1)Cl ((2-Amino-5-chloro-phenyl)-(6-chloro-pyridin-3-yl)-methanone), C(C)(C)(C)C1=CC=C(C=C1)S(=O)(=O)Cl (4-tert-butyl-benzenesulfonyl chloride). The product is C(C)(C)(C)C1=CC=C(C=C1)S(=O)(=O)NC1=C(C=C(C=C1)Cl)C(=O)C=1C=NC(=CC1)Cl (4-tert-Butyl-N-[4-chloro-2-(6-chloro-pyridine-3-carbonyl)-phenyl]-benzenesulfonamide). As a reaction SMILES: [NH2:1][C:2]1[CH:7]=[CH:6][C:5]([Cl:8])=[CH:4][C:3]=1[C:9]([C:11]1[CH:12]=[N:13][C:14]([Cl:17])=[CH:15][CH:16]=1)=[O:10].[C:18]([C:22]1[CH:27]=[CH:26][C:25]([S:28](Cl)(=[O:30])=[O:29])=[CH:24][CH:23]=1)([CH3:21])([CH3:20])[CH3:19]>>[C:18]([C:22]1[CH:27]=[CH:26][C:25]([S:28]([NH:1][C:2]2[CH:7]=[CH:6][C:5]([Cl:8])=[CH:4][C:3]=2[C:9]([C:11]2[CH:12]=[N:13][C:14]([Cl:17])=[CH:15][CH:16]=2)=[O:10])(=[O:30])=[O:29])=[CH:24][CH:23]=1)([CH3:21])([CH3:19])[CH3:20]. Procedure details: The title compound was prepared according to the general procedure for the synthesis of N-Aryl-benzenesulfonamides previously described using (2-Amino-5-chloro-phenyl)-(6-chloro-pyridin-3-yl)-methanone and 4-tert-butyl-benzenesulfonyl chloride and purified by HPLC. 1H NMR: δ 1.21 (s, 9H), 7.30 (d, J=2.4 Hz, 1H), 7.33 (d, J=6.6 Hz, 2H), 7.43 (d, J=8.0 Hz, 1 H), 7.52 & 7.55 (dd, J=8.8 Hz, 2.8Hz, 1H), 7.60 (d, J=7.0 Hz, 1 H), 7.79 (m, 3 H), 8.27 (d, J=2.0 Hz, 1H), 9.73 (s, 1H). MS: M/z 463.0 (M++1)... The product is COc1ccnc(CCc2nc3cc(-c4ccc(C#N)cc4)cnc3[nH]2)c1. The reactants are N#Cc1ccc(Br)cc1, O=C([O-])[O-], CC(=O)[O-], COc1ccnc(CCc2nc3cc(I)cnc3[nH]2)c1, [Cl-], [K+], [K+], [K+], [Li+], C1COCCO1, O, [Pd], c1ccc(P(c2ccccc2)c2ccccc2)cc1, c1ccc(P(c2ccccc2)c2ccccc2)cc1, c1ccc(P(c2ccccc2)c2ccccc2)cc1, c1ccc(P(c2ccccc2)c2ccccc2)cc1. As a reaction SMILES: [Br:1][c:2]1[cH:3][cH:4][c:5]([C:6]#[N:7])[cH:8][cH:9]1.[C:35](=[O:36])([O-:37])[O-:38].[CH3:11][C:12](=[O:13])[O-:14].[CH3:15][O:16][c:17]1[cH:18][c:19]([CH2:23][CH2:24][c:25]2[n:26][c:27]3[c:28]([n:29][cH:30][c:31]([I:33])[cH:32]3)[nH:34]2)[n:20][cH:21][cH:22]1.[Cl-:42].[K+:10].[K+:39].[K+:40].[Li+:41].[O:43]1[CH2:44][CH2:45][O:46][CH2:47][CH2:48]1.[OH2:49].[Pd:50].[c:108]1([P:109]([c:110]2[cH:111][cH:112][cH:113][cH:114][cH:115]2)[c:116]2[cH:117][cH:118][cH:119][cH:120][cH:121]2)[cH:122][cH:123][cH:124][cH:125][cH:126]1.[c:51]1([P:52]([c:53]2[cH:54][cH:55][cH:56][cH:57][cH:58]2)[c:59]2[cH:60][cH:61][cH:62][cH:63][cH:64]2)[cH:65][cH:66][cH:67][cH:68][cH:69]1.[c:70]1([P:71]([c:72]2[cH:73][cH:74][cH:75][cH:76][cH:77]2)[c:78]2[cH:79][cH:80][cH:81][cH:82][cH:83]2)[cH:84][cH:85][cH:86][cH:87][cH:88]1.[c:89]1([P:90]([c:91]2[cH:92][cH:93][cH:94][cH:95][cH:96]2)[c:97]2[cH:98][cH:99][cH:100][cH:101][cH:102]2)[cH:103][cH:104][cH:105][cH:106][cH:107]1>>[c:2]1(-[c:31]2[cH:30][n:29][c:28]3[c:27]([n:26][c:25]([CH2:24][CH2:23][c:19]4[cH:18][c:17]([O:16][CH3:15])[cH:22][cH:21][n:20]4)[nH:34]3)[cH:32]2)[cH:3][cH:4][c:5]([C:6]#[N:7])[cH:8][cH:9]1. The reactants are C1CNCCN1, Cc1ccccc1, CC(C)(C)[O-], FC(F)(F)Oc1ccc(Br)cc1, [Na+], c1ccc(P(c2ccccc2)c2ccc3ccccc3c2-c2c(P(c3ccccc3)c3ccccc3)ccc3ccccc23)cc1. Yields the product FC(F)(F)Oc1ccc(N2CCNCC2)cc1. As a reaction SMILES: [CH2:1]1[CH2:2][NH:3][CH2:4][CH2:5][NH:6]1.[CH3:71][c:72]1[cH:73][cH:74][cH:75][cH:76][cH:77]1.[CH3:7][C:8]([CH3:9])([O-:10])[CH3:11].[F:59][C:60]([O:61][c:62]1[cH:63][cH:64][c:65]([Br:68])[cH:66][cH:67]1)([F:69])[F:70].[Na+:12].[cH:13]1[cH:14][cH:15][c:16]([P:17]([c:18]2[cH:19][cH:20][c:21]3[c:22]([cH:23][cH:24][cH:25][cH:26]3)[c:27]2-[c:28]2[c:29]3[c:30]([cH:31][cH:32][cH:33][cH:34]3)[cH:35][cH:36][c:37]2[P:38]([c:39]2[cH:40][cH:41][cH:42][cH:43][cH:44]2)[c:45]2[cH:46][cH:47][cH:48][cH:49][cH:50]2)[c:51]2[cH:52][cH:53][cH:54][cH:55][cH:56]2)[cH:57][cH:58]1>>[CH2:1]1[CH2:2][N:3]([c:65]2[cH:64][cH:63][c:62]([O:61][C:60]([F:59])([F:69])[F:70])[cH:67][cH:66]2)[CH2:4][CH2:5][NH:6]1. Starting materials: COC(=O)c1ccc(C(=O)Cl)cc1, COC(=O)c1ccc(C(=O)Nc2nn(Cc3cccc(Cl)c3)c3ccc(F)cc23)cc1, Nc1nn(Cc2cccc(Cl)c2)c2ccc(F)cc12. Yields the product O=C(O)c1ccc(C(=O)Nc2nn(Cc3cccc(Cl)c3)c3ccc(F)cc23)cc1. As a reaction SMILES: [CH3:20][O:21][C:22](=[O:23])[c:24]1[cH:25][cH:26][c:27]([C:28]([Cl:29])=[O:30])[cH:31][cH:32]1.[CH3:33][O:34][C:35]([c:36]1[cH:37][cH:38][c:39]([C:40](=[O:41])[NH:42][c:43]2[n:44][n:45]([CH2:53][c:54]3[cH:55][c:56]([Cl:60])[cH:57][cH:58][cH:59]3)[c:46]3[cH:47][cH:48][c:49]([F:52])[cH:50][c:51]23)[cH:61][cH:62]1)=[O:63].[Cl:1][c:2]1[cH:3][c:4]([CH2:8][n:9]2[c:10]3[c:11]([cH:12][c:13]([F:14])[cH:15][cH:16]3)[c:17]([NH2:18])[n:19]2)[cH:5][cH:6][cH:7]1>>[O:34]=[C:35]([c:36]1[cH:37][cH:38][c:39]([C:40](=[O:41])[NH:42][c:43]2[n:44][n:45]([CH2:53][c:54]3[cH:55][c:56]([Cl:60])[cH:57][cH:58][cH:59]3)[c:46]3[cH:47][cH:48][c:49]([F:52])[cH:50][c:51]23)[cH:61][cH:62]1)[OH:63]. Starting materials: O=C(n1ccnc1)n1ccnc1, CN(C)C=O, O=C(O)c1cc2ccnc(Cl)c2[nH]1, NCc1ccccc1, O. Yields the product O=C(NCc1ccccc1)c1cc2ccnc(Cl)c2[nH]1. RXN SMILES: [C:14]([n:15]1[cH:16][cH:17][n:18][cH:19]1)([n:20]1[cH:21][cH:22][n:23][cH:24]1)=[O:25].[CH3:35][N:36]([CH3:37])[CH:38]=[O:39].[Cl:1][c:2]1[n:3][cH:4][cH:5][c:6]2[c:7]1[nH:8][c:9]([C:11](=[O:12])[OH:13])[cH:10]2.[NH2:26][CH2:27][c:28]1[cH:29][cH:30][cH:31][cH:32][cH:33]1.[OH2:34]>>[Cl:1][c:2]1[n:3][cH:4][cH:5][c:6]2[c:7]1[nH:8][c:9]([C:11](=[O:13])[NH:26][CH2:27][c:28]1[cH:29][cH:30][cH:31][cH:32][cH:33]1)[cH:10]2. Solvent: C(Cl)Cl (methylene chloride), C(Cl)Cl (methylene chloride). Reaction conditions: temperature 0 celsius, time 3 hour. The product is C1(=CC=C(C=C1)C(=O)N[C@@H](C(C)C)CO)C (N-p-toluoyl valinol). Procedure: Diisopropylethyl amine (17.4 mL, 134 mmol) was added a solution of (DL)-valinol (9.85 g, 95 mmol) in methylene chloride (100 ml). The reaction mixture was cooled to 0° C., treated with a solution of p-toluoyl chloride (12.8 mL, 91 mmol) in methylene chloride (50 mL) and then allowed to warm to room temperature. After stirring for 3 h, excess aqueous sodium hydroxide solution was added and the reaction was transferred to a separatory funnel. The organic layer was separated and the aqueous layer w... RXN SMILES: C(N(C(C)C)CC)(C)C.[NH2:10][CH:11]([CH2:15][OH:16])[CH:12]([CH3:14])[CH3:13].[C:17]1([CH3:26])[CH:22]=[CH:21][C:20]([C:23](Cl)=[O:24])=[CH:19][CH:18]=1.[OH-].[Na+]>C(Cl)Cl>[C:17]1([CH3:26])[CH:22]=[CH:21][C:20]([C:23]([NH:10][C@H:11]([CH2:15][OH:16])[CH:12]([CH3:14])[CH3:13])=[O:24])=[CH:19][CH:18]=1 |f:3.4|. Starting materials: C1(=CC=C(C=C1)C(=O)Cl)C (p-toluoyl chloride), [OH-].[Na+] (sodium hydroxide), C(C)(C)N(CC)C(C)C (Diisopropylethyl amine), NC(C(C)C)CO ((DL)-valinol). Yield: 89.6%. The reactants are ClC1=C(C=CC=C1F)[C@]1(N=C(O[C@@H](C1)C(F)(F)F)N)C ((4S,6S)-4-(2-chloro-3-fluorophenyl)-4-methyl-6-(trifluoromethyl)-5,6-dihydro-4H-1,3-oxazin-2-amine), S(O)(O)(=O)=O (sulfuric acid), [N+](=O)([O-])[O-].[K+] (potassium nitrate). Conditions: time 15 minute. Yields the product ClC1=C(C=C(C=C1F)[N+](=O)[O-])[C@]1(N=C(O[C@@H](C1)C(F)(F)F)N)C ((4S,6S)-4-(2-chloro-3-fluoro-5-nitrophenyl)-4-methyl-6-(trifluoromethyl)-5,6-dihydro-4H-1,3-oxazin-2-amine). Reaction SMILES: [Cl:1][C:2]1[C:7]([F:8])=[CH:6][CH:5]=[CH:4][C:3]=1[C@:9]1([CH3:20])[CH2:14][C@@H:13]([C:15]([F:18])([F:17])[F:16])[O:12][C:11]([NH2:19])=[N:10]1.S(=O)(=O)(O)O.[N+:26]([O-])([O-:28])=[O:27].[K+]>>[Cl:1][C:2]1[C:7]([F:8])=[CH:6][C:5]([N+:26]([O-:28])=[O:27])=[CH:4][C:3]=1[C@:9]1([CH3:20])[CH2:14][C@@H:13]([C:15]([F:18])([F:16])[F:17])[O:12][C:11]([NH2:19])=[N:10]1 |f:2.3|. Procedure details: To a solution of (4S,6S)-4-(2-chloro-3-fluorophenyl)-4-methyl-6-(trifluoromethyl)-5,6-dihydro-4H-1,3-oxazin-2-amine (1.06 g, 3.41 mmol) in sulfuric acid (13.64 ml, 256 mmol) cooled in an ice bath was added potassium nitrate (0.448 g, 4.44 mmol) in one portion. After stirred for 15 min, ice bath was removed, and the mixture was stirred at room temperature for 40 min. The reaction mixture was poured into ice water containing sodium carbonate (40 g). The resulted suspension was extracted with EtOAc...